This data is from the Open Reaction Database (ORD), a public repository of structured organic reaction records. The task is: describe an organic reaction: reactants, conditions, products, and yield Reactants: C1CCOC1, O=C(O)COc1ccc(Cl)cc1. Yields the product OCCOc1ccc(Cl)cc1. As a reaction SMILES: [CH2:13]1[O:14][CH2:15][CH2:16][CH2:17]1.[Cl:1][c:2]1[cH:3][cH:4][c:5]([O:6][CH2:7][C:8](=[O:9])[OH:10])[cH:11][cH:12]1>>[Cl:1][c:2]1[cH:3][cH:4][c:5]([O:6][CH2:7][CH2:8][OH:9])[cH:11][cH:12]1. The reactants are C1(CC1)COC=1C(=CC(=C(C1)C(C1=C(C=CC=C1Cl)Cl)=O)C)OC (5'-cyclopropylmethoxy-2,6-dichloro-4'-methoxy-2'-methylbenzophenone), C1(CC1)COC=1C(=CC(=C(C1)C(C1=C(C=CC=C1Cl)Cl)=O)C)OC (5'-cyclopropylmethoxy-2,6-dichloro-4'-methoxy-2'-methylbenzophenone), CCCBr (n-propyl bromide), C([O-])([O-])=O.[K+].[K+] (potassium carbonate). The solvent is C(C)O (ethanol). Run at temperature 80 celsius, time 6 hour. The product is C(CC)OC1=C(C(=O)C2=CC=CC=C2)C=CC=C1 (propoxy-benzophenone). Reaction SMILES: C1(CO[C:6]2[C:7](OC)=[CH:8][C:9](C)=[C:10]([C:12](=[O:21])[C:13]3[C:18](Cl)=[CH:17][CH:16]=[CH:15][C:14]=3Cl)[CH:11]=2)CC1.[CH3:25][CH2:26][CH2:27]Br.C(=O)([O-])[O-:30].[K+].[K+]>C(O)C>[CH2:27]([O:30][C:9]1[CH:8]=[CH:7][CH:6]=[CH:11][C:10]=1[C:12]([C:13]1[CH:14]=[CH:15][CH:16]=[CH:17][CH:18]=1)=[O:21])[CH2:26][CH3:25] |f:2.3.4|. Procedure: A mixture of 2,6-dichloro-5'-hydroxy-4'-methoxy-2'-methylbenzophenone (Compound 5; 1.0 g, 3.2 mmol), n-propyl bromide (0.5 g, 4 mmol), potassium carbonate (2.8 g, 20 mmol) and ethanol (10 ml) is stirred for 6 h at 80° C., filtered and the filtrate is evaporated in vacuo. The residue is applied onto a flash chromatography column (silica gel, 30 g). Elution with toluene (750 ml) yields Compound 6 as a brown oil, 800 mg, (70.7% y) which slowly crystallizes (mp 73°-75° C.) Reactants: C1CCOC1, Cl, [Li+], [OH-], O, O, CCOC(=O)COc1ccc(C#Cc2ccc(CO)cc2)cc1. Product: O=C(O)COc1ccc(C#Cc2ccc(CO)cc2)cc1. Reaction SMILES: [CH2:28]1[O:29][CH2:30][CH2:31][CH2:32]1.[ClH:27].[Li+:25].[OH-:24].[OH2:26].[OH2:33].[OH:1][CH2:2][c:3]1[cH:4][cH:5][c:6]([C:9]#[C:10][c:11]2[cH:12][cH:13][c:14]([O:15][CH2:16][C:17](=[O:18])[O:19][CH2:20][CH3:21])[cH:22][cH:23]2)[cH:7][cH:8]1>>[OH:1][CH2:2][c:3]1[cH:4][cH:5][c:6]([C:9]#[C:10][c:11]2[cH:12][cH:13][c:14]([O:15][CH2:16][C:17](=[O:18])[OH:19])[cH:22][cH:23]2)[cH:7][cH:8]1. Starting materials: COC(C1=C(C(=CC(=C1)Br)C)NS(=O)(=O)C1=CC=C(C=C1)OC)=O (5-Bromo-2-(4-methoxy-benzenesulfonylamino)-3-methyl-benzoic acid methyl ester), [Cu]C#N (copper (I) cyanide), Cl (HCl). Run in O (water). Reaction conditions: time 16 hour. Product: C(#N)C=1C=C(C(=C(C(=O)O)C1)NS(=O)(=O)C1=CC=C(C=C1)OC)C (5-Cyano-2-(4-methoxybenzenesulfonylamino)-3-methyl-benzoic acid). Isolated yield 57.7%. RXN SMILES: C[O:2][C:3](=[O:24])[C:4]1[CH:9]=[C:8](Br)[CH:7]=[C:6]([CH3:11])[C:5]=1[NH:12][S:13]([C:16]1[CH:21]=[CH:20][C:19]([O:22][CH3:23])=[CH:18][CH:17]=1)(=[O:15])=[O:14].[Cu][C:26]#[N:27].Cl>O>[C:26]([C:8]1[CH:7]=[C:6]([CH3:11])[C:5]([NH:12][S:13]([C:16]2[CH:21]=[CH:20][C:19]([O:22][CH3:23])=[CH:18][CH:17]=2)(=[O:14])=[O:15])=[C:4]([CH:9]=1)[C:3]([OH:2])=[O:24])#[N:27]. Procedure: To a solution of 4.0 g (10 mmol) of the product of Example 10 in 60 mL of pyridi was added 2.0 g (22 mmol) of copper (I) cyanide and the resulting mixture was refluxed for 48 h. The reaction mixture was then cooled to room temperature, poured over cold water, stirred for 16 h and then carefully acidified with concentrated HCl solution. The resulting solid was filtered and washed with water, dissolved in chloroform, dried over MgSO4, filtered and concentrated in vacuo. The residue was triturated ... The reactants are COc1cccc(OC)c1-c1ccc(CO)c([N+](=O)[O-])c1, CCOCC, ClCCl, O=C1CCC(=O)N1Br, c1ccc(P(c2ccccc2)c2ccccc2)cc1. Yields the product COc1cccc(OC)c1-c1ccc(CBr)c([N+](=O)[O-])c1. As a reaction SMILES: [CH3:1][O:2][c:3]1[c:4](-[c:11]2[cH:12][c:13]([N+:19](=[O:20])[O-:21])[c:14]([CH2:15][OH:16])[cH:17][cH:18]2)[c:5]([O:9][CH3:10])[cH:6][cH:7][cH:8]1.[CH3:49][CH2:50][O:51][CH2:52][CH3:53].[Cl:54][CH2:55][Cl:56].[O:41]=[C:42]1[N:43]([Br:48])[C:44](=[O:45])[CH2:46][CH2:47]1.[c:22]1([P:23]([c:24]2[cH:25][cH:26][cH:27][cH:28][cH:29]2)[c:30]2[cH:31][cH:32][cH:33][cH:34][cH:35]2)[cH:36][cH:37][cH:38][cH:39][cH:40]1>>[CH3:1][O:2][c:3]1[c:4](-[c:11]2[cH:12][c:13]([N+:19](=[O:20])[O-:21])[c:14]([CH2:15][Br:48])[cH:17][cH:18]2)[c:5]([O:9][CH3:10])[cH:6][cH:7][cH:8]1. Reactants: BrC=1C=C(C=NC1Cl)OC[C@@H]1N(CCC1)C(=O)OC(C)(C)C (5-bromo-6-chloro-3-(1-BOC-2-(R)-pyrrolidinylmethoxy)pyridine), S1C(=CC=C1)B(O)O (2-thienylboronic acid), C(=O)([O-])[O-].[Na+].[Na+] (Na2CO3), Pd(0). The solvent is C1(=CC=CC=C1)C (toluene). Product: Cl.Cl.S1C(=CC=C1)C=1C=C(C=NC1Cl)OC[C@@H]1NCCC1 (5-(2-thienyl)-6-chloro-3-(2-(R)-pyrrolidinylmethoxy)pyridine dihydrochloride). Yield: 60.0%. RXN SMILES: Br[C:2]1[CH:3]=[C:4]([O:9][CH2:10][C@H:11]2[CH2:15][CH2:14][CH2:13][N:12]2C(OC(C)(C)C)=O)[CH:5]=[N:6][C:7]=1[Cl:8].[S:23]1[CH:27]=[CH:26][CH:25]=[C:24]1B(O)O.C([O-])([O-])=O.[Na+].[Na+]>C1(C)C=CC=CC=1>[ClH:8].[ClH:8].[S:23]1[CH:27]=[CH:26][CH:25]=[C:24]1[C:2]1[CH:3]=[C:4]([O:9][CH2:10][C@H:11]2[CH2:15][CH2:14][CH2:13][NH:12]2)[CH:5]=[N:6][C:7]=1[Cl:8] |f:2.3.4,6.7.8|. Reported procedure: A mixture of 5-bromo-6-chloro-3-(1-BOC-2-(R)-pyrrolidinylmethoxy)pyridine from Example 69a (310 mg, 0.87 mmol), 2-thienylboronic acid (167 mg, 1.3 mmol), 2 M Na2CO3 (3 mL) and Pd(0) (32 mg) were mixed together in toluene (6 mL), and the mixture was heated at reflux for 4 hours. The mixture was cooled and extracted with CHCl3. The CHCl3 was removed under reduced pressure, and the residue was chromatographed on a silica gel column, eluting with hexane/EtOAc 1:1 to afford the title compound (64 mg,...